From a dataset of the Open Reaction Database (ORD), a public repository of structured organic reaction records. describe an organic reaction: reactants, conditions, products, and yield Reactants: C, CO, CCCCC(N=[N+]=[N-])C(O)C(=O)NC1CCCCC1O, [Pd]. The product is CCCCC(N)C(O)C(=O)NC1CCCCC1O. RXN SMILES: [C:21].[CH3:23][OH:24].[OH:1][CH:2]1[CH:3]([NH:8][C:9]([CH:10]([CH:11]([CH2:12][CH2:13][CH2:14][CH3:15])[N:16]=[N+:17]=[N-:18])[OH:19])=[O:20])[CH2:4][CH2:5][CH2:6][CH2:7]1.[Pd:22]>>[OH:1][CH:2]1[CH:3]([NH:8][C:9]([CH:10]([CH:11]([CH2:12][CH2:13][CH2:14][CH3:15])[NH2:16])[OH:19])=[O:20])[CH2:4][CH2:5][CH2:6][CH2:7]1.